The task is: describe an organic reaction: reactants, conditions, products, and yield. This data is from the Open Reaction Database (ORD), a public repository of structured organic reaction records. Starting materials: ClC1=C(C(=O)NC=2C=CC=C3C(=C(C=NC23)CC)CCO)C(=CC=C1)Cl (8-(2,6-dichlorobenzoylamino)-3-ethyl-4-(2-hydroxyethyl)quinoline), BrN1C(CCC1=O)=O (N-bromosuccinimide), C1(=CC=CC=C1)P(C1=CC=CC=C1)C1=CC=CC=C1 (triphenylphosphine). Run in ClCCl (dichloromethane). Reaction conditions: time 30 minute. Product: BrCCC1=C(C=NC2=C(C=CC=C12)NC(C1=C(C=CC=C1Cl)Cl)=O)CC (4-(2-bromoethyl)-8-(2,6-dichlorobenzoylamino)-3-ethylquinoline). Yield: 90.1%. Reaction SMILES: [Cl:1][C:2]1[CH:25]=[CH:24][CH:23]=[C:22]([Cl:26])[C:3]=1[C:4]([NH:6][C:7]1[CH:8]=[CH:9][CH:10]=[C:11]2[C:16]=1[N:15]=[CH:14][C:13]([CH2:17][CH3:18])=[C:12]2[CH2:19][CH2:20]O)=[O:5].[Br:27]N1C(=O)CCC1=O.C1(P(C2C=CC=CC=2)C2C=CC=CC=2)C=CC=CC=1>ClCCl>[Br:27][CH2:20][CH2:19][C:12]1[C:11]2[C:16](=[C:7]([NH:6][C:4](=[O:5])[C:3]3[C:2]([Cl:1])=[CH:25][CH:24]=[CH:23][C:22]=3[Cl:26])[CH:8]=[CH:9][CH:10]=2)[N:15]=[CH:14][C:13]=1[CH2:17][CH3:18]. Reported procedure: To a solution of 8-(2,6-dichlorobenzoylamino)-3-ethyl-4-(2-hydroxyethyl)quinoline (405 mg) in dichloromethane were added N-bromosuccinimide (241 mg) and triphenylphosphine (355 mg) under water cooling, and the mixture was stirred for 30 minutes at the same temperature. The mixture was concentrated in vacuo, and the residue was purified by column chromatography on silica gel (dichloromethane) and crystallized from n-hexane to give 4-(2-bromoethyl)-8-(2,6-dichlorobenzoylamino)-3-ethylquinoline (42... Reactants: [BH4-], CO, O=C1CCCOc2ccc([N+](=O)[O-])cc21, [Na+], O. Product: O=[N+]([O-])c1ccc2c(c1)C(O)CCCO2. RXN SMILES: [BH4-:1].[CH3:19][OH:20].[N+:3](=[O:4])([O-:5])[c:6]1[cH:7][cH:8][c:9]2[c:10]([cH:17]1)[C:11](=[O:16])[CH2:12][CH2:13][CH2:14][O:15]2.[Na+:2].[OH2:18]>>[N+:3](=[O:4])([O-:5])[c:6]1[cH:7][cH:8][c:9]2[c:10]([cH:17]1)[CH:11]([OH:16])[CH2:12][CH2:13][CH2:14][O:15]2. Reactants: C(CCCC)C1=CC=C(C=C1)C=CC1CCC(CC1)C#N (4-[2-(p-pentylphenyl)ethenyl]cyclohexanecarbonitrile), [H][H] (hydrogen). Reagents/catalysts: [Pd] (palladium/carbon). Run in C1(=CC=CC=C1)C (toluene). The product is C(CCCC)C1=CC=C(C=C1)CCC1CCC(CC1)C#N (4-[2-(p-pentylphenyl)ethyl]cyclohexanecarbonitrile). Yield: 81.8%. Reaction SMILES: [CH2:1]([C:6]1[CH:11]=[CH:10][C:9]([CH:12]=[CH:13][CH:14]2[CH2:19][CH2:18][CH:17]([C:20]#[N:21])[CH2:16][CH2:15]2)=[CH:8][CH:7]=1)[CH2:2][CH2:3][CH2:4][CH3:5].[H][H]>C1(C)C=CC=CC=1.[Pd]>[CH2:1]([C:6]1[CH:7]=[CH:8][C:9]([CH2:12][CH2:13][CH:14]2[CH2:15][CH2:16][CH:17]([C:20]#[N:21])[CH2:18][CH2:19]2)=[CH:10][CH:11]=1)[CH2:2][CH2:3][CH2:4][CH3:5]. Procedure: 956 mg of the 4-[2-(p-pentylphenyl)ethenyl]cyclohexanecarbonitrile obtained were dissolved in 50 ml of toluene in a sulphonation flask, treated with 150 mg of palladium/carbon (10%) and hydrogenated at normal pressure and room temperature until the hydrogen uptake came to a standstill (about 30 minutes). Filtration of the mixture (rinsing with toluene), concentration of the filtrate and low-pressure chromatography (0.4 bar) of the residue (890 mg) on silica gel with 5% ethyl acetate/petroleum et... Reaction SMILES: [C:1]([C:3]1[CH:4]=[C:5]([CH:9]=[CH:10][C:11]=1[O:12][CH3:13])[C:6]([OH:8])=O)#[N:2].[CH3:14][O:15][C:16]1[CH:17]=[C:18]([CH:20]=[C:21]([O:25][CH3:26])[C:22]=1[O:23][CH3:24])[NH2:19]>>[CH3:26][O:25][C:21]1[CH:20]=[C:18]([NH:19][C:6](=[O:8])[C:5]2[CH:9]=[CH:10][C:11]([O:12][CH3:13])=[C:3]([C:1]#[N:2])[CH:4]=2)[CH:17]=[C:16]([O:15][CH3:14])[C:22]=1[O:23][CH3:24]. Reactants: C(#N)C=1C=C(C(=O)O)C=CC1OC (3-cyano-4-methoxybenzoic acid), COC=1C=C(N)C=C(C1OC)OC (3,4,5-trimethoxyaniline). Procedure details: Compound 68 is synthesized following a similar method as in Example 1 and using 3-cyano-4-methoxybenzoic acid and 3,4,5-trimethoxyaniline as materials. Total yield of the two steps: 60%. Yields the product COC=1C=C(C=C(C1OC)OC)NC(C1=CC(=C(C=C1)OC)C#N)=O (N-(3′,4′,5′-trimethoxyphenyl)-3-cyano-4-methoxybenzamide). Reactants: O=C([O-])[O-], COC(=O)c1ccc(-c2ccccc2C)c(-c2ccc(Cl)c(O)c2)n1, CN(C)CCCCl, Cl, [Cs+], [Cs+], CN(C)C=O. RXN SMILES: [C:26](=[O:27])([O-:28])[O-:29].[Cl:1][c:2]1[c:3]([OH:25])[cH:4][c:5](-[c:8]2[c:9](-[c:18]3[c:19]([CH3:24])[cH:20][cH:21][cH:22][cH:23]3)[cH:10][cH:11][c:12]([C:14](=[O:15])[O:16][CH3:17])[n:13]2)[cH:6][cH:7]1.[Cl:33][CH2:34][CH2:35][CH2:36][N:37]([CH3:38])[CH3:39].[ClH:32].[Cs+:30].[Cs+:31].[O:40]=[CH:41][N:42]([CH3:43])[CH3:44]>>[Cl:1][c:2]1[c:3]([O:25][CH2:34][CH2:35][CH2:36][N:37]([CH3:38])[CH3:39])[cH:4][c:5](-[c:8]2[c:9](-[c:18]3[c:19]([CH3:24])[cH:20][cH:21][cH:22][cH:23]3)[cH:10][cH:11][c:12]([C:14](=[O:15])[O:16][CH3:17])[n:13]2)[cH:6][cH:7]1. Product: COC(=O)c1ccc(-c2ccccc2C)c(-c2ccc(Cl)c(OCCCN(C)C)c2)n1.